This data is from the Open Reaction Database (ORD), a public repository of structured organic reaction records. The task is: describe an organic reaction: reactants, conditions, products, and yield The reactants are FC(C(=O)O)(F)F.FC(C(=O)N1CCOC2(C1)CCNCC2)(F)F (2,2,2-Trifluoro-1-(1-oxa-4,9-diazaspiro[5.5]undecan-4-yl)ethanone trifluoroacetate), [Si](C)(C)(C(C)(C)C)OCCC=1C=C(SC1)C=O (4-(2-(tert-butyldimethylsilyloxy)ethyl)thiophene-2-carbaldehyde), [Si](C)(C)(C(C)(C)C)OCCC1=C(SC=C1)C=O (3-(2-(tert-butyldimethylsilyloxy)ethyl)thiophene-2-carbaldehyde), C(C)(=O)O[BH-](OC(C)=O)OC(C)=O.[Na+] (sodium triacetoxyborohydride). The solvent is CN1C(CCC1)=O (N-methyl-2-pyrrolidinone), CC(=O)O (AcOH), O (water). Reaction conditions: time 5 minute. Product: [Si](C)(C)(C(C)(C)C)OCCC=1C=C(SC1)CN1CCC2(CN(CCO2)C(C(F)(F)F)=O)CC1 (1-(9-((4-(2-(tert-Butyldimethylsilyloxy)ethyl)thiophen-2-yl)methyl)-1-oxa-4,9-diazaspiro[5.5]undecan-4-yl)-2,2,2-trifluoroethanone). Reaction SMILES: FC(F)(F)C(O)=O.[F:8][C:9]([F:24])([F:23])[C:10]([N:12]1[CH2:17][C:16]2([CH2:22][CH2:21][NH:20][CH2:19][CH2:18]2)[O:15][CH2:14][CH2:13]1)=[O:11].[Si:25]([O:32][CH2:33][CH2:34][C:35]1[CH:36]=[C:37]([CH:40]=O)[S:38][CH:39]=1)([C:28]([CH3:31])([CH3:30])[CH3:29])([CH3:27])[CH3:26].[Si](OCCC1C=CSC=1C=O)(C(C)(C)C)(C)C.C(O[BH-](OC(=O)C)OC(=O)C)(=O)C.[Na+]>CN1CCCC1=O.O.CC(O)=O>[Si:25]([O:32][CH2:33][CH2:34][C:35]1[CH:36]=[C:37]([CH2:40][N:20]2[CH2:21][CH2:22][C:16]3([O:15][CH2:14][CH2:13][N:12]([C:10](=[O:11])[C:9]([F:8])([F:23])[F:24])[CH2:17]3)[CH2:18][CH2:19]2)[S:38][CH:39]=1)([C:28]([CH3:29])([CH3:31])[CH3:30])([CH3:27])[CH3:26] |f:0.1,4.5|. Procedure details: 2,2,2-Trifluoro-1-(1-oxa-4,9-diazaspiro[5.5]undecan-4-yl)ethanone trifluoroacetate (example 12, step d) (1.084 g) was added to a stirred solution of a 4:1 mixture of 4-(2-(tert-butyldimethylsilyloxy)ethyl)thiophene-2-carbaldehyde and 3-(2-(tert-butyldimethylsilyloxy)ethyl)thiophene-2-carbaldehyde (example 27, step b) (1.0 g), and AcOH (0.16 mL) in N-methyl-2-pyrrolidinone (15 mL). After 5 min, sodium triacetoxyborohydride (1.57 g) was added. After 16 h water was added and the mixture extracted w... The reactants are ice, ice, C(CC)N1C(NC=CC1=O)=O (3-propylpyrimidine-2,4(1H,3H)-dione), O (H2O), BrBr (bromine). Yields the product OC=1C(N(C(NC1)=O)CCC)=O (5-hydroxy-3-propylpyrimidine-2,4(1H,3H)-dione). The yield is 70.0%. Reaction SMILES: [CH2:1]([N:4]1[C:9](=[O:10])[CH:8]=[CH:7][NH:6][C:5]1=[O:11])[CH2:2][CH3:3].BrBr.[OH2:14]>>[OH:14][C:8]1[C:9](=[O:10])[N:4]([CH2:1][CH2:2][CH3:3])[C:5](=[O:11])[NH:6][CH:7]=1. Procedure details: To an ice-cooled solution of 3-propylpyrimidine-2,4(1H,3H)-dione (3.00 g) in H2O (100 ml) was added dropwise bromine (1.56 g) until the solution was colored pale yellow. An ice cold saturated NaHCO3 solution was added carefully to the reaction mixture. The alkalized solution was refluxed for 12 hours. After removal of the solvent, the residue was recrystallized from ethanol to give 5-hydroxy-3-propylpyrimidine-2,4(1H,3H)-dione (2.32 g, 70% yield).